Task: describe an organic reaction: reactants, conditions, products, and yield. Dataset: the Open Reaction Database (ORD), a public repository of structured organic reaction records The reactants are CCOC(=O)C(C)C(=O)OCC, CN(C)C=O, [H-], ICCc1cccs1, [Na+]. The product is CCOC(=O)C(C)(CCc1cccs1)C(=O)OCC. Reaction SMILES: [CH2:3]([CH3:4])[O:5][C:6]([CH:7]([C:8](=[O:9])[O:10][CH2:11][CH3:12])[CH3:13])=[O:14].[CH3:23][N:24]([CH3:25])[CH:26]=[O:27].[H-:1].[I:15][CH2:16][CH2:17][c:18]1[s:19][cH:20][cH:21][cH:22]1.[Na+:2]>>[CH2:3]([CH3:4])[O:5][C:6]([C:7]([C:8](=[O:9])[O:10][CH2:11][CH3:12])([CH3:13])[CH2:16][CH2:17][c:18]1[s:19][cH:20][cH:21][cH:22]1)=[O:14]. The reactants are O=C(Cl)CBr, CCN(C(C)C)C(C)C, ClCCl, COc1ccccc1-c1nn(COCC[Si](C)(C)C)c2ncc(-c3ccc(N)c(C(=O)N(C)C)c3)cc12. Yields the product COc1ccccc1-c1nn(COCC[Si](C)(C)C)c2ncc(-c3ccc(NC(=O)CBr)c(C(=O)N(C)C)c3)cc12. As a reaction SMILES: [Br:47][CH2:48][C:49](=[O:50])[Cl:51].[CH:38]([N:39]([CH:40]([CH3:41])[CH3:42])[CH2:43][CH3:44])([CH3:45])[CH3:46].[Cl:52][CH2:53][Cl:54].[NH2:1][c:2]1[c:3]([C:4](=[O:5])[N:6]([CH3:7])[CH3:8])[cH:9][c:10](-[c:13]2[cH:14][c:15]3[c:16]([n:17][cH:18]2)[n:19]([CH2:30][O:31][CH2:32][CH2:33][Si:34]([CH3:35])([CH3:36])[CH3:37])[n:20][c:21]3-[c:22]2[c:23]([O:28][CH3:29])[cH:24][cH:25][cH:26][cH:27]2)[cH:11][cH:12]1>>[NH:1]([c:2]1[c:3]([C:4](=[O:5])[N:6]([CH3:7])[CH3:8])[cH:9][c:10](-[c:13]2[cH:14][c:15]3[c:16]([n:17][cH:18]2)[n:19]([CH2:30][O:31][CH2:32][CH2:33][Si:34]([CH3:35])([CH3:36])[CH3:37])[n:20][c:21]3-[c:22]2[c:23]([O:28][CH3:29])[cH:24][cH:25][cH:26][cH:27]2)[cH:11][cH:12]1)[C:49]([CH2:48][Br:47])=[O:50]. Starting materials: ClCC1=CC=C(C=C1)NC(=O)C=1CCOC2=C(C1)C=C(C=C2)C2=CC=C(C=C2)C (N-(4-chloromethylphenyl)-7-(4-methylphenyl)-2,3-dihydro-1-benzoxepine-4-carboxamide), C(C)N1CCCCC1 (1-ethylpiperidine). The solvent is CN(C=O)C (dimethylformamide). Yields the product [Cl-].CC1=CC=C(C=C1)C=1C=CC2=C(C=C(CCO2)C(=O)NC2=CC=C(C[N+]3(CCCCC3)CC)C=C2)C1 (1-(N-(7-(4-methylphenyl)-2,3-dihydro-1-benzoxepin-4-carbonyl)-4-amino-benzyl)-1-ethylpiperidinium chloride). Reaction SMILES: [Cl:1][CH2:2][C:3]1[CH:8]=[CH:7][C:6]([NH:9][C:10]([C:12]2[CH2:13][CH2:14][O:15][C:16]3[CH:22]=[CH:21][C:20]([C:23]4[CH:28]=[CH:27][C:26]([CH3:29])=[CH:25][CH:24]=4)=[CH:19][C:17]=3[CH:18]=2)=[O:11])=[CH:5][CH:4]=1.[CH2:30]([N:32]1[CH2:37][CH2:36][CH2:35][CH2:34][CH2:33]1)[CH3:31]>CN(C)C=O>[Cl-:1].[CH3:29][C:26]1[CH:27]=[CH:28][C:23]([C:20]2[CH:21]=[CH:22][C:16]3[O:15][CH2:14][CH2:13][C:12]([C:10]([NH:9][C:6]4[CH:7]=[CH:8][C:3]([CH2:2][N+:32]5([CH2:30][CH3:31])[CH2:37][CH2:36][CH2:35][CH2:34][CH2:33]5)=[CH:4][CH:5]=4)=[O:11])=[CH:18][C:17]=3[CH:19]=2)=[CH:24][CH:25]=1 |f:3.4|. Procedure: A solution of N-(4-chloromethylphenyl)-7-(4-methylphenyl)-2,3-dihydro-1-benzoxepine-4-carboxamide (0.18g) and 1-ethylpiperidine (0.31ml) in dimethylformamide (5ml) were stirred at 50° C. over night. The solvent was evaporated, and to the residue was added ethyl acetate. Precipitated crude crystal was filtered, which were recrystallized from ethanol-ethyl acetate to give 1-(N-(7-(4-methylphenyl)-2,3-dihydro-1-benzoxepin-4-carbonyl)-4-amino-benzyl)-1-ethylpiperidinium chloride (Compound 98) (0.17g... Reactants: C(C)(C)(C)OC(NCCBr)=O ((2-bromo-ethyl)-carbamic acid tert-butyl ester), C(C)OC(CC1CC2=C(CCC1)C=CC(=C2)O)=O ((3-hydroxy-6,7,8,9-tetrahydro-5H-benzocyclohepten-6-yl)-acetic acid ethyl ester). Yields the product C(C)OC(CC1CC2=C(CCC1)C=CC(=C2)OCCNC(=O)OC(C)(C)C)=O ([3-(2-tert-Butoxycarbonylamino-ethoxy)-6,7,8.9-tetrahydro-5H-benzocyclohepten-6-yl]-acetic acid ethyl ester). RXN SMILES: [C:1]([O:5][C:6](=[O:11])[NH:7][CH2:8][CH2:9]Br)([CH3:4])([CH3:3])[CH3:2].[CH2:12]([O:14][C:15](=[O:29])[CH2:16][CH:17]1[CH2:23][CH2:22][CH2:21][C:20]2[CH:24]=[CH:25][C:26]([OH:28])=[CH:27][C:19]=2[CH2:18]1)[CH3:13]>>[CH2:12]([O:14][C:15](=[O:29])[CH2:16][CH:17]1[CH2:23][CH2:22][CH2:21][C:20]2[CH:24]=[CH:25][C:26]([O:28][CH2:9][CH2:8][NH:7][C:6]([O:5][C:1]([CH3:4])([CH3:3])[CH3:2])=[O:11])=[CH:27][C:19]=2[CH2:18]1)[CH3:13]. Reported procedure: The title compound is prepared according to the procedure of Example 19 except that (2-bromo-ethyl)-carbamic acid tert-butyl ester is used in place of (3-bromo-propyl)-carbamic acid tert-butyl ester and (3-hydroxy-6,7,8,9-tetrahydro-5H-benzocyclohepten-6-yl)-acetic acid ethyl ester is used in place of (7-hydroxy-1,2,3,4-tetrahydro-napthalene-2-yl)-acetic acid ethyl ester. Starting materials: Cl.N(C(=N)N)C[C@@H]1CC[C@H](CC1)C(=O)O (trans-4-guanidinomethylcyclohexanecarboxylic acid hydrochloride), OC1=C(OC2=CC=CC=C2C1=O)C1=CC=CC=C1 (3-hydroxyflavon), C1(CCCCC1)N=C=NC1CCCCC1 (dicyclohexylcarbodiimide). Solvent: N1=CC=CC=C1 (pyridine). Run at time 16 hour. Product: Cl.N(C(=N)N)C[C@@H]1CC[C@H](CC1)C(=O)OC=1C=C(C=2OC3=CC=CC=C3C(C2)=O)C=CC1 (3'-flavonyl trans-4-guanidinomethylcyclohexanecarboxylate hydrochloride). Isolated yield 5.2%. As a reaction SMILES: [ClH:1].[NH:2]([CH2:6][C@H:7]1[CH2:12][CH2:11][C@H:10]([C:13]([OH:15])=[O:14])[CH2:9][CH2:8]1)[C:3]([NH2:5])=[NH:4].O[C:17]1[C:26](=[O:27])[C:25]2[C:20](=[CH:21][CH:22]=[CH:23][CH:24]=2)[O:19][C:18]=1[C:28]1[CH:33]=[CH:32][CH:31]=[CH:30][CH:29]=1.C1(N=C=NC2CCCCC2)CCCCC1>N1C=CC=CC=1>[ClH:1].[NH:2]([CH2:6][C@H:7]1[CH2:12][CH2:11][C@H:10]([C:13]([O:15][C:30]2[CH:29]=[C:28]([CH:33]=[CH:32][CH:31]=2)[C:18]2[O:19][C:20]3[C:25]([C:26](=[O:27])[CH:17]=2)=[CH:24][CH:23]=[CH:22][CH:21]=3)=[O:14])[CH2:9][CH2:8]1)[C:3]([NH2:5])=[NH:4] |f:0.1,5.6|. Procedure details: A mixture of 9.89 g of trans-4-guanidinomethylcyclohexanecarboxylic acid hydrochloride, 10.1 g of 3-hydroxyflavon and 8.66 g of dicyclohexylcarbodiimide was added to 100 ml of dry pyridine, and the resulting mixture was stirred at room temperature for 16 hours. The reaction mixture was filtered to remove any insoluble materials which were washed with pyridine. The filtrate and the washing were combined and evaporated. 0.1N hydrochloric acid was added to the residue, and the mixture was washed wi... Starting materials: C1(CC1)C(CS(=O)(=O)N1CCC2(CCN(C2=O)C2=CC=C(C=C2)OC(F)(F)F)CC1)O (8-(2-cyclopropyl-2-hydroxy-ethanesulfonyl)-2-(4-trifluoromethoxy-phenyl)-2,8-diaza-spiro[4.5]decan-1-one), S(=O)(=O)([O-])[O-].[Ca+2] (calcium sulfate), CI (methyl iodide). Reagents/catalysts: [Ag]=O (silver oxide). Run at time 48 hour. The product is C1(CC1)C(CS(=O)(=O)N1CCC2(CCN(C2=O)C2=CC=C(C=C2)OC(F)(F)F)CC1)OC (8-(2-Cyclopropyl-2-methoxy-ethanesulfonyl)-2-(4-trifluoromethoxy-phenyl)-2,8-diaza-spiro[4.5]decan-1-one). The yield is 40.0%. Reaction SMILES: [CH:1]1([CH:4]([OH:31])[CH2:5][S:6]([N:9]2[CH2:30][CH2:29][C:12]3([C:16](=[O:17])[N:15]([C:18]4[CH:23]=[CH:22][C:21]([O:24][C:25]([F:28])([F:27])[F:26])=[CH:20][CH:19]=4)[CH2:14][CH2:13]3)[CH2:11][CH2:10]2)(=[O:8])=[O:7])[CH2:3][CH2:2]1.S([O-])([O-])(=O)=O.[Ca+2].[CH3:38]I>[Ag]=O>[CH:1]1([CH:4]([O:31][CH3:38])[CH2:5][S:6]([N:9]2[CH2:10][CH2:11][C:12]3([C:16](=[O:17])[N:15]([C:18]4[CH:23]=[CH:22][C:21]([O:24][C:25]([F:28])([F:26])[F:27])=[CH:20][CH:19]=4)[CH2:14][CH2:13]3)[CH2:29][CH2:30]2)(=[O:8])=[O:7])[CH2:3][CH2:2]1 |f:1.2|. Procedure details: A mixture of 8-(2-cyclopropyl-2-hydroxy-ethanesulfonyl)-2-(4-trifluoromethoxy-phenyl)-2,8-diaza-spiro[4.5]decan-1-one (described in example 208, 30 mg, 0.07 mmol), dry calcium sulfate (33 mg, 0.26 mmol) and silver oxide (60 mg, 0.26 mmol) in methyl iodide (1 mL) was stirred at room temperature for 48 h. The reaction mixture was filtered through Celite® and washed with methylene chloride. The filtrate was concentrated to dryness under reduced pressure to give the crude residue which was purified ...